Dataset: the Open Reaction Database (ORD), a public repository of structured organic reaction records. Task: describe an organic reaction: reactants, conditions, products, and yield Reactants: CCCC#N, CCO, Cl. The product is CCCC(=N)OCC, Cl. As a reaction SMILES: [CH3:1][CH2:2][CH2:3][C:4]#[N:5].[CH3:7][CH2:8][OH:9].[ClH:6]>>[CH3:1][CH2:2][CH2:3][C:4](=[NH:5])[O:9][CH2:8][CH3:7].[ClH:6]. The product is CCCc1nc(C)c(-c2ccc(OC(C)(C)CO[Si](C)(C)C(C)(C)C)cc2)c(=O)n1Cc1ccc(-c2ccccc2C#N)cc1F. RXN SMILES: [Br:1][c:2]1[c:3]([CH3:28])[n:4][c:5]([CH2:25][CH2:26][CH3:27])[n:6]([CH2:9][c:10]2[c:11]([F:24])[cH:12][c:13](-[c:16]3[c:17]([C:22]#[N:23])[cH:18][cH:19][cH:20][cH:21]3)[cH:14][cH:15]2)[c:7]1=[O:8].[C:29]([CH3:30])([CH3:31])([CH3:32])[Si:33]([O:34][CH2:35][C:36]([O:37][c:38]1[cH:39][cH:40][c:41]([B:44]([OH:45])[OH:46])[cH:42][cH:43]1)([CH3:47])[CH3:48])([CH3:49])[CH3:50].[C:51](=[O:52])([O-:53])[O-:54].[CH2:57]1[O:58][CH2:59][CH2:60][O:61][CH2:62]1.[CH3:63][CH2:64][O:65][C:66](=[O:67])[CH3:68].[Cs+:55].[Cs+:56]>>[c:2]1(-[c:41]2[cH:40][cH:39][c:38]([O:37][C:36]([CH2:35][O:34][Si:33]([C:29]([CH3:30])([CH3:31])[CH3:32])([CH3:49])[CH3:50])([CH3:47])[CH3:48])[cH:43][cH:42]2)[c:3]([CH3:28])[n:4][c:5]([CH2:25][CH2:26][CH3:27])[n:6]([CH2:9][c:10]2[c:11]([F:24])[cH:12][c:13](-[c:16]3[c:17]([C:22]#[N:23])[cH:18][cH:19][cH:20][cH:21]3)[cH:14][cH:15]2)[c:7]1=[O:8]. Reactants: CCCc1nc(C)c(Br)c(=O)n1Cc1ccc(-c2ccccc2C#N)cc1F, CC(C)(CO[Si](C)(C)C(C)(C)C)Oc1ccc(B(O)O)cc1, O=C([O-])[O-], C1COCCO1, CCOC(C)=O, [Cs+], [Cs+]. The reactants are BrC1=CC=C(C=O)C=C1 (p-Bromobenzaldehyde), C1(=CC=CC=C1)C (toluene), C(CO)O (etylene glycol). Reagents/catalysts: C1(=CC=C(C=C1)S(=O)(=O)O)C (p-toluenesulfonic acid). Yields the product BrC1=C(C=CC=C1)C1OCOC1 (4-(Bromophenyl)-(1,3)-dioxolane). The yield is 89.0%. RXN SMILES: [Br:1][C:2]1[CH:9]=[CH:8][C:5](C=O)=[CH:4][CH:3]=1.[CH2:10]([OH:13])[CH2:11][OH:12].[C:14]1(C)C=CC=CC=1>C1(C)C=CC(S(O)(=O)=O)=CC=1>[Br:1][C:2]1[CH:9]=[CH:8][CH:5]=[CH:4][C:3]=1[CH:11]1[CH2:10][O:13][CH2:14][O:12]1. Procedure details: In a round-bottomed flask equipped with a Dean Stark trap and a condenser, was added a solution of p-Bromobenzaldehyde (5 g, 27 mmol) in toluene (25 mL). To this mixture were then added p-toluenesulfonic acid (50 mg, 0.26 mmol) and etylene glycol (1.84 g, 29.7 mmol). The mixture was heated to reflux under nitrogen atmosphere for 8 h. The progress of the reaction was monitored by TLC. When the reaction was complete, the mixture was cooled down, the solvent was removed under reduced pressure, the ...